This data is from the Open Reaction Database (ORD), a public repository of structured organic reaction records. The task is: describe an organic reaction: reactants, conditions, products, and yield The reactants are ClC1=NC(=C(C(=N1)C(=O)OC)[N+](=O)[O-])Cl (methyl 2,6-dichloro-5-nitropyrimidine-4-carboxylate). Reagents/catalysts: [Fe] (iron). The solvent is C(C)(=O)O (acetic acid). Run at temperature 60 celsius. Yields the product NC=1C(=NC(=NC1Cl)Cl)C(=O)OC (methyl 5-amino-2,6-dichloropyrimidine-4-carboxylate). Yield: 47.3%. As a reaction SMILES: [Cl:1][C:2]1[N:7]=[C:6]([C:8]([O:10][CH3:11])=[O:9])[C:5]([N+:12]([O-])=O)=[C:4]([Cl:15])[N:3]=1>C(O)(=O)C.[Fe]>[NH2:12][C:5]1[C:6]([C:8]([O:10][CH3:11])=[O:9])=[N:7][C:2]([Cl:1])=[N:3][C:4]=1[Cl:15]. Procedure: A mixture of methyl 2,6-dichloro-5-nitropyrimidine-4-carboxylate (5 gm, 20 mmol) and powdered iron (5 gm) in acetic acid (40 mL) was heated at 60° C. There was a vigorous exotherm within 5 minutes and the reaction was allowed to cool to room temperature. The acetic acid was removed and the residue was suspended in a mixture of water and diethyl ether. This was filtered and the solid was washed with diethyl ether. The organic phase was separated, washed with saturated aqueous NaHCO3 solution (twi...